The task is: describe an organic reaction: reactants, conditions, products, and yield. This data is from the Open Reaction Database (ORD), a public repository of structured organic reaction records. Reactants: O1C(C=CC2=CC=CC=C12)C(=O)N1CCN(CC1)CC1=CC=CC=C1 (1-[(chrom-3-en-2-yl)carbonyl]-4-benzylpiperazine), O1C(C=CC2=CC=CC=C12)C(=O)O (chrom-3-ene-2-carboxylic acid), C(C1=CC=CC=C1)N1CCNCC1 (N-benzylpiperazine). Yields the product O1C(C=CC2=CC=CC=C12)CN1CCN(CC1)CC1=CC=CC=C1 (1-[(CHROM-3-EN-2-YL)METHYL]-4-BENZYLPIPERAZINE). As a reaction SMILES: [O:1]1[C:10]2[C:5](=[CH:6][CH:7]=[CH:8][CH:9]=2)[CH:4]=[CH:3][CH:2]1[C:11]([N:13]1[CH2:18][CH2:17][N:16]([CH2:19][C:20]2[CH:25]=[CH:24][CH:23]=[CH:22][CH:21]=2)[CH2:15][CH2:14]1)=O.O1C2C(=CC=CC=2)C=CC1C(O)=O.C(N1CCNCC1)C1C=CC=CC=1>>[O:1]1[C:10]2[C:5](=[CH:6][CH:7]=[CH:8][CH:9]=2)[CH:4]=[CH:3][CH:2]1[CH2:11][N:13]1[CH2:14][CH2:15][N:16]([CH2:19][C:20]2[CH:21]=[CH:22][CH:23]=[CH:24][CH:25]=2)[CH2:17][CH2:18]1. Procedure: By carrying out the preparation as in Example 1, but using, at the start, 1-[(chrom-3-en-2-yl)carbonyl]-4-benzylpiperazine resulting from the condensation of chrom-3-ene-2-carboxylic acid with N-benzylpiperazine, the title compound is obtained.